describe an organic reaction: reactants, conditions, products, and yield From a dataset of the Open Reaction Database (ORD), a public repository of structured organic reaction records. The reactants are BrC=1C=CC(=C(C(=O)OC)C1)C (Methyl 5-bromo-2-methylbenzoate), ClN1C(CCC1=O)=O (N-chlorosuccinimide). Solvent: C(C)(=O)OCC (ethyl acetate). The product is BrC1=CC=C2CN(C(C2=C1)=O)C (6-Bromo-2-methylisoindolin-1-one). Isolated yield 10.1%. Reaction SMILES: [Br:1][C:2]1[CH:3]=[CH:4][C:5]([CH3:12])=[C:6]([CH:11]=1)[C:7](OC)=[O:8].Cl[N:14]1C(=O)CC[C:15]1=O>C(OCC)(=O)C>[Br:1][C:2]1[CH:11]=[C:6]2[C:5]([CH2:12][N:14]([CH3:15])[C:7]2=[O:8])=[CH:4][CH:3]=1. Procedure details: Methyl 5-bromo-2-methylbenzoate (3 g) in ethyl acetate (100 mL) was treated with N-chlorosuccinimide (1.749 g). The mixture was stirred and heated under reflux whilst being irradiated with a halogen lamp for 5 h. The reaction mixture was cooled and washed with 10% aqueous sodium metabisufite (100 mL) and water. The organic phase was dried over magnesium sulfate and concentrated to an oil. The crude product was treated with 8M methylamine in ethanol (20 mL) and the resulting mixture heated under ... Starting materials: OC1=CC2=C(N=C(S2)NC(=O)C2CC2)C=C1 (cyclopropanecarboxylic acid (6-hydroxybenzothiazol-2-yl)amide), OC1=CC2=C(N=C(S2)NC(=O)C2CC2)C=C1 (cyclopropanecarboxylic acid (6-hydroxybenzothiazol-2-yl)amide), N1=CC=CC=C1 (pyridine), N1=C(C=CC=C1)C1=CC=C(S1)S(=O)(=O)Cl (5-(2-pyridyl)thiophene-2-sulfonyl chloride). The yield is 8.5%. Procedure details: A solution of cyclopropanecarboxylic acid (6-hydroxybenzothiazol-2-yl)amide (intermediate 6) (60 mg, 0.256 mmol), pyridine (80 μl, 0.991 mmol), 4-dimethylaminopyridine (3 mg, 0.025 mmol) and 5-(2-pyridyl)thiophene-2-sulfonyl chloride (99 mg, 0.384 mmol) in 2 ml of acetone is stirred for 24 hours at 40° C. The reaction medium is concentrated to dryness, taken up in 2 ml of DMSO and purified 4 times by preparative LC/MS (method B) to give 10 mg of 5-pyridin-2-ylthiophene-2-sulfonic acid 2-(cyclopr... As a reaction SMILES: [OH:1][C:2]1[CH:16]=[CH:15][C:5]2[N:6]=[C:7]([NH:9][C:10]([CH:12]3[CH2:14][CH2:13]3)=[O:11])[S:8][C:4]=2[CH:3]=1.N1C=CC=CC=1.[N:23]1[CH:28]=[CH:27][CH:26]=[CH:25][C:24]=1[C:29]1[S:33][C:32]([S:34](Cl)(=[O:36])=[O:35])=[CH:31][CH:30]=1>CN(C)C1C=CN=CC=1.CC(C)=O>[CH:12]1([C:10]([NH:9][C:7]2[S:8][C:4]3[CH:3]=[C:2]([O:1][S:34]([C:32]4[S:33][C:29]([C:24]5[CH:25]=[CH:26][CH:27]=[CH:28][N:23]=5)=[CH:30][CH:31]=4)(=[O:35])=[O:36])[CH:16]=[CH:15][C:5]=3[N:6]=2)=[O:11])[CH2:13][CH2:14]1. The reagents and catalysts are CN(C1=CC=NC=C1)C (4-dimethylaminopyridine). The product is C1(CC1)C(=O)NC=1SC2=C(N1)C=CC(=C2)OS(=O)(=O)C=2SC(=CC2)C2=NC=CC=C2 (5-pyridin-2-ylthiophene-2-sulfonic acid 2-(cyclopropanecarbonyl-amino)benzothiazol-6-yl ester). Solvent: CC(=O)C (acetone). Starting materials: O1C(COC2=C(C#N)C=CC=C2)C1 (2-(2,3-epoxypropoxy)benzonitrile), NCCCCC1=CC=C(C(C(=O)N)=C1)O (5-(4-aminobutyl)salicylamide), O (water). The solvent is CS(=O)C (dimethyl sulphoxide). Conditions: time 1 hour. Product: C(N)(=O)C=1C=C(OCCCCNCC(COC2=C(C=CC=C2)C#N)O)C=CC1O (1-[4-(3-carbamoyl-4-hydroxyphenoxy)butylamino]-3-(2-cyanophenoxy)propan-2-ol). Reaction SMILES: [O:1]1[CH2:13][CH:2]1[CH2:3][O:4][C:5]1[CH:12]=[CH:11][CH:10]=[CH:9][C:6]=1[C:7]#[N:8].NCCCC[C:19]1[CH:27]=[C:23]([C:24]([NH2:26])=[O:25])[C:22]([OH:28])=[CH:21][CH:20]=1.[OH2:29]>CS(C)=O>[C:24]([C:23]1[CH:27]=[C:19]([CH:20]=[CH:21][C:22]=1[OH:28])[O:29][CH2:12][CH2:5][CH2:6][CH2:7][NH:8][CH2:13][CH:2]([OH:1])[CH2:3][O:4][C:5]1[CH:12]=[CH:11][CH:10]=[CH:9][C:6]=1[C:7]#[N:8])(=[O:25])[NH2:26]. Procedure details: 7.3 g of 2-(2,3-epoxypropoxy)benzonitrile are added to a solution of 6.7 g of 5-(4-aminobutyl)salicylamide in 60 ml of dimethyl sulphoxide and the mixture is stirred for 1 hour in a bath at 90°. The reaction mixture is poured into 300 ml of water and extracted twice with 200 ml of ethyl acetate each time. Working up analogously to Example 23 yields crude 1-[4-(3-carbamoyl-4-hydroxyphenoxy)butylamino]-3-(2-cyanophenoxy)propan-2-ol as a viscous oil, the IR- and 1H-NMR-spectra of which are in conco... Starting materials: C(C)(C)(C)OC(=O)N1CCC(CC1)(C1=C(C=CC=C1)OC)O (1-t-Butoxycarbonyl-4-hydroxy-4-(2-methoxyphenyl)piperidine), FC(C(=O)O)(F)F (trifluoroacetic acid). The solvent is C(Cl)Cl (methylene chloride). Conditions: time 1 hour. Yields the product COC1=C(C=CC=C1)C=1CCNCC1 (4-(2-Methoxyphenyl)-1,2,3,6-tetrahydropyridine). The yield is 101.6%. Reaction SMILES: C(OC([N:8]1[CH2:13][CH2:12][C:11](O)([C:14]2[CH:19]=[CH:18][CH:17]=[CH:16][C:15]=2[O:20][CH3:21])[CH2:10][CH2:9]1)=O)(C)(C)C.FC(F)(F)C(O)=O>C(Cl)Cl>[CH3:21][O:20][C:15]1[CH:16]=[CH:17][CH:18]=[CH:19][C:14]=1[C:11]1[CH2:12][CH2:13][NH:8][CH2:9][CH:10]=1. Reported procedure: 1-t-Butoxycarbonyl-4-hydroxy-4-(2-methoxyphenyl)piperidine (240 mg, 0.78 mmol) was dissolved in methylene chloride (4 ml). Thereto was added trifluoroacetic acid (4 ml) and the resulting solution was stirred at room temperature for 1 hour. The solvent was evaporated under a reduced pressure, and ethyl acetate was added to the thus obtained residue. This was washed with 1 N sodium hydroxide aqueous solution and saturated brine in that order, and then the solvent was evaporated under a reduced pre... Starting materials: O=S(=O)(Cl)Cc1ccccc1, Cl, COc1ccc(-c2cnc(N)c(Cc3ccccc3)n2)cc1, c1ccncc1. Yields the product COc1ccc(-c2cnc(NS(=O)(=O)Cc3ccccc3)c(Cc3ccccc3)n2)cc1. Reaction SMILES: [CH2:23]([c:24]1[cH:25][cH:26][cH:27][cH:28][cH:29]1)[S:30](=[O:31])(=[O:32])[Cl:33].[ClH:34].[NH2:1][c:2]1[n:3][cH:4][c:5](-[c:15]2[cH:16][cH:17][c:18]([O:21][CH3:22])[cH:19][cH:20]2)[n:6][c:7]1[CH2:8][c:9]1[cH:10][cH:11][cH:12][cH:13][cH:14]1.[cH:35]1[cH:36][cH:37][n:38][cH:39][cH:40]1>>[NH:1]([c:2]1[n:3][cH:4][c:5](-[c:15]2[cH:16][cH:17][c:18]([O:21][CH3:22])[cH:19][cH:20]2)[n:6][c:7]1[CH2:8][c:9]1[cH:10][cH:11][cH:12][cH:13][cH:14]1)[S:30]([CH2:23][c:24]1[cH:25][cH:26][cH:27][cH:28][cH:29]1)(=[O:31])=[O:32].